This data is from the Open Reaction Database (ORD), a public repository of structured organic reaction records. The task is: describe an organic reaction: reactants, conditions, products, and yield Starting materials: C(C)O (ethanol), BrCCCCCCOC1=C(C=C(C(=C1)SCC(F)(F)F)C)C (6-bromohexyl-[2,4-dimethyl-5-(2,2,2-trifluoroethylthio)phenyl]ether), [S-]C#N.[K+] (potassium thiocyanate), CCCCCC (n-hexane). The solvent is C(C)(=O)OCC (ethyl acetate). Yields the product S(C#N)CCCCCCOC1=C(C=C(C(=C1)SCC(F)(F)F)C)C (6-thiocyanatohexyl-[2,4-dimethyl-5-(2,2,2-trifluoroethylthio)phenyl]ether). The yield is 77.5%. Reaction SMILES: C(O)C.Br[CH2:5][CH2:6][CH2:7][CH2:8][CH2:9][CH2:10][O:11][C:12]1[CH:17]=[C:16]([S:18][CH2:19][C:20]([F:23])([F:22])[F:21])[C:15]([CH3:24])=[CH:14][C:13]=1[CH3:25].[S-:26][C:27]#[N:28].[K+].CCCCCC>C(OCC)(=O)C>[S:26]([CH2:5][CH2:6][CH2:7][CH2:8][CH2:9][CH2:10][O:11][C:12]1[CH:17]=[C:16]([S:18][CH2:19][C:20]([F:23])([F:22])[F:21])[C:15]([CH3:24])=[CH:14][C:13]=1[CH3:25])[C:27]#[N:28] |f:2.3|. Procedure: To 60 ml of ethanol were added 1.87 g (4.68 mmol) of 6-bromohexyl-[2,4-dimethyl-5-(2,2,2-trifluoroethylthio)phenyl]ether and 2.28 g (23.46 mmol) of potassium thiocyanate. The mixture was refluxed for 8 hours under heating. The mixture was allowed to cool to room temperature, and the solvent was distilled off under reduced pressure. Then extraction was conducted by adding ethyl acetate and water. The organic phase obtained was washed with water, and dried over anhydrous magnesium sulfate. The sol... As a reaction SMILES: [F:1][c:2]1[c:3](-[n:8]2[c:9]([C:13]3([OH:26])[CH2:14][CH2:15][N:16]([C:19](=[O:20])[O:21][C:22]([CH3:23])([CH3:24])[CH3:25])[CH2:17][CH2:18]3)[n:10][cH:11][cH:12]2)[cH:4][cH:5][cH:6][cH:7]1.[K+:27].[K+:28].[O-:29][C:30]([O-:31])=[O:32].[O:33]=[CH:34][N:35]([CH3:36])[CH3:37]>>[c:2]12[c:3]([cH:4][cH:5][cH:6][cH:7]1)-[n:8]1[c:9]([n:10][cH:11][cH:12]1)[C:13]1([CH2:14][CH2:15][N:16]([C:19](=[O:20])[O:21][C:22]([CH3:23])([CH3:24])[CH3:25])[CH2:17][CH2:18]1)[O:26]2. Product: CC(C)(C)OC(=O)N1CCC2(CC1)Oc1ccccc1-n1ccnc12. The reactants are CC(C)(C)OC(=O)N1CCC(O)(c2nccn2-c2ccccc2F)CC1, [K+], [K+], O=C([O-])[O-], CN(C)C=O. As a reaction SMILES: [CH2:16]([CH2:17][CH2:18][CH3:19])[c:20]1[n:21][c:22]([C:31]([F:32])([F:33])[F:34])[cH:23][cH:24][c:25]1[CH:26]=[CH:27][C:28](=[O:29])[OH:30].[ClH:15].[NH2:1][CH2:2][c:3]1[cH:4][c:5]([CH3:14])[c:6]([NH:9][S:10](=[O:11])(=[O:12])[CH3:13])[cH:7][cH:8]1>>[NH:1]([CH2:2][c:3]1[cH:4][c:5]([CH3:14])[c:6]([NH:9][S:10](=[O:11])(=[O:12])[CH3:13])[cH:7][cH:8]1)[C:28]([CH:27]=[CH:26][c:25]1[c:20]([CH2:16][CH2:17][CH2:18][CH3:19])[n:21][c:22]([C:31]([F:32])([F:33])[F:34])[cH:23][cH:24]1)=[O:29]. Starting materials: CCCCc1nc(C(F)(F)F)ccc1C=CC(=O)O, Cl, Cc1cc(CN)ccc1NS(C)(=O)=O. The product is CCCCc1nc(C(F)(F)F)ccc1C=CC(=O)NCc1ccc(NS(C)(=O)=O)c(C)c1. Reactants: OC1=C2CCN(CC2=CC=C1)C(=O)OC(C)(C)C (tert-Butyl 5-hydroxy-3,4-dihydroisoquinoline-2(1H)-carboxylate), C([O-])([O-])=O.[Cs+].[Cs+] (cesium carbonate), BrCC=1C=C(C#N)C=CC1 (3-(bromomethyl)benzonitrile), C(C)#N (acetonitrile). The solvent is C(C)(=O)OCC (ethyl acetate). Conditions: time 8 hour. Product: C(#N)C=1C=C(COC2=C3CCN(CC3=CC=C2)C(=O)OC(C)(C)C)C=CC1 (tert-butyl 5-(3-cyanobenzyloxy)-3,4-dihydroisoquinoline-2(1H)-carboxylate). The yield is 109.8%. RXN SMILES: [OH:1][C:2]1[CH:11]=[CH:10][CH:9]=[C:8]2[C:3]=1[CH2:4][CH2:5][N:6]([C:12]([O:14][C:15]([CH3:18])([CH3:17])[CH3:16])=[O:13])[CH2:7]2.Br[CH2:20][C:21]1[CH:22]=[C:23]([CH:26]=[CH:27][CH:28]=1)[C:24]#[N:25].C(#N)C.C(=O)([O-])[O-].[Cs+].[Cs+]>C(OCC)(=O)C>[C:24]([C:23]1[CH:22]=[C:21]([CH:28]=[CH:27][CH:26]=1)[CH2:20][O:1][C:2]1[CH:11]=[CH:10][CH:9]=[C:8]2[C:3]=1[CH2:4][CH2:5][N:6]([C:12]([O:14][C:15]([CH3:18])([CH3:17])[CH3:16])=[O:13])[CH2:7]2)#[N:25] |f:3.4.5|. Procedure: tert-Butyl 5-hydroxy-3,4-dihydroisoquinoline-2(1H)-carboxylate (0.025 g, 0.10 mmol) was combined with 3-(bromomethyl)benzonitrile (Aldrich, 145610) (0.029 g, 0.15 mmol), acetonitrile (2.0 mL) and cesium carbonate (0.065 g, 0.20 mmol) and was stirred at r.t. overnight. This was diluted with ethyl acetate, filtered to remove the solids and concentrated under reduced pressure to give crude tert-butyl 5-(3-cyanobenzyloxy)-3,4-dihydroisoquinoline-2(1H)-carboxylate (0.040 g) as a semisolid. Analytical... The reactants are CC(=O)O[BH-](OC(C)=O)OC(C)=O, CN1CCNCC1, CC(Cl)Cl, [Na+], [Na+], O=C([O-])O, Cc1cc(C=O)ccc1O. Yields the product Cc1cc(CN2CCN(C)CC2)ccc1O. RXN SMILES: [C:18]([O:19][BH-:20]([O:21][C:22](=[O:23])[CH3:24])[O:25][C:26](=[O:27])[CH3:28])(=[O:29])[CH3:30].[CH3:11][N:12]1[CH2:13][CH2:14][NH:15][CH2:16][CH2:17]1.[Cl:37][CH:38]([Cl:39])[CH3:40].[Na+:31].[Na+:36].[O-:32][C:33]([OH:34])=[O:35].[OH:1][c:2]1[c:3]([CH3:10])[cH:4][c:5]([CH:6]=[O:7])[cH:8][cH:9]1>>[OH:1][c:2]1[c:3]([CH3:10])[cH:4][c:5]([CH2:6][N:15]2[CH2:14][CH2:13][N:12]([CH3:11])[CH2:17][CH2:16]2)[cH:8][cH:9]1.